From a dataset of the Open Reaction Database (ORD), a public repository of structured organic reaction records. describe an organic reaction: reactants, conditions, products, and yield Starting materials: CC(=O)OC(C)=O, CCOC(=O)c1cc(C2CC2)c2c(C)c(-c3ccc(N)cc3)ccn2c1=O, O, c1ccncc1. Product: CCOC(=O)c1cc(C2CC2)c2c(C)c(-c3ccc(NC(C)=O)cc3)ccn2c1=O. RXN SMILES: [CH3:28][C:29](=[O:30])[O:31][C:32](=[O:33])[CH3:34].[NH2:1][c:2]1[cH:3][cH:4][c:5](-[c:8]2[cH:9][cH:10][n:11]3[c:12](=[O:27])[c:13]([C:22](=[O:23])[O:24][CH2:25][CH3:26])[cH:14][c:15]([CH:19]4[CH2:20][CH2:21]4)[c:16]3[c:17]2[CH3:18])[cH:6][cH:7]1.[OH2:35].[cH:36]1[cH:37][cH:38][n:39][cH:40][cH:41]1>>[NH:1]([c:2]1[cH:3][cH:4][c:5](-[c:8]2[cH:9][cH:10][n:11]3[c:12](=[O:27])[c:13]([C:22](=[O:23])[O:24][CH2:25][CH3:26])[cH:14][c:15]([CH:19]4[CH2:20][CH2:21]4)[c:16]3[c:17]2[CH3:18])[cH:6][cH:7]1)[C:29]([CH3:28])=[O:30]. Reactants: FC1=C(C(=C(C(=C1B(C1=C(C(=C(C(=C1F)F)F)F)F)C1=C(C(=C(C(=C1F)F)F)F)F)F)F)F)F (tris(pentafluorophenyl)borane), O (water). As a reaction SMILES: [F:1][C:2]1[C:7]([B:8](C2C(F)=C(F)C(F)=C(F)C=2F)[C:9]2[C:14]([F:15])=[C:13]([F:16])[C:12]([F:17])=[C:11]([F:18])[C:10]=2[F:19])=[C:6]([F:31])[C:5]([F:32])=[C:4]([F:33])[C:3]=1[F:34].[OH2:35]>CCCCCCC.C1(C)C=CC=CC=1>[F:1][C:2]1[C:7]([B:8]([C:9]2[C:14]([F:15])=[C:13]([F:16])[C:12]([F:17])=[C:11]([F:18])[C:10]=2[F:19])[OH:35])=[C:6]([F:31])[C:5]([F:32])=[C:4]([F:33])[C:3]=1[F:34]. The product is FC1=C(C(=C(C(=C1B(O)C1=C(C(=C(C(=C1F)F)F)F)F)F)F)F)F (bis(pentafluorophenyl)hydroxyborane). The solvent is C1(=CC=CC=C1)C (toluene), CCCCCCC (heptane). Reported procedure: 20 g (39 mmol) of tris(pentafluorophenyl)borane are suspended in 150 ml of heptane and, under reflux, a solution of 1.8 ml (97.5 mmol) of water in 40 ml of toluene is then added over a period of 30 minutes. The mixture is subsequently stirred for another five hours under reflux. The solution is subsequently cooled to 0° C. Over a period of 30 minutes, the product precipitates as a white solid. The product is isolated and washed three times with 50 ml each time of pentane and subsequently dried i... Run at temperature 0 celsius, time 5 hour. RXN SMILES: [Br-:22].[CH3:18][NH:19][O:20][CH3:21].[CH3:23][Mg+:24].[Cl:1][c:2]1[cH:3][c:4]([C:5](=[O:6])[OH:7])[cH:8][c:9]([O:11][CH3:12])[cH:10]1.[ClH:17].[S:13]([Cl:14])([Cl:15])=[O:16]>>[Cl:1][c:2]1[cH:3][c:4]([C:5](=[O:7])[CH3:18])[cH:8][c:9]([O:11][CH3:12])[cH:10]1. Reactants: [Br-], CNOC, C[Mg+], COc1cc(Cl)cc(C(=O)O)c1, Cl, O=S(Cl)Cl. Yields the product COc1cc(Cl)cc(C(C)=O)c1. Reactants: CC(=O)c1cccc(Br)c1, CCCC[Mg+], [Cl-]. Product: CCCCC(C)(O)c1cccc(Br)c1. As a reaction SMILES: [Br:7][c:8]1[cH:9][c:10]([C:14]([CH3:15])=[O:16])[cH:11][cH:12][cH:13]1.[CH2:2]([CH2:3][CH2:4][CH3:5])[Mg+:6].[Cl-:1]>>[CH2:2]([CH2:3][CH2:4][CH3:5])[C:14]([c:10]1[cH:9][c:8]([Br:7])[cH:13][cH:12][cH:11]1)([CH3:15])[OH:16]. Starting materials: CN(C(=O)N(C)C1CNCC1c1ccc(F)cc1)c1cc(Br)cc(Br)c1, Cl, O=C(O)C1CCOCC1. The product is CN(C(=O)N(C)C1CN(C(=O)C2CCOCC2)CC1c1ccc(F)cc1)c1cc(Br)cc(Br)c1. As a reaction SMILES: [Br:2][c:3]1[cH:4][c:5]([N:10]([C:11](=[O:12])[N:13]([CH3:14])[CH:15]2[CH2:16][NH:17][CH2:18][CH:19]2[c:20]2[cH:21][cH:22][c:23]([F:26])[cH:24][cH:25]2)[CH3:27])[cH:6][c:7]([Br:9])[cH:8]1.[ClH:1].[O:28]1[CH2:29][CH2:30][CH:31]([C:34](=[O:35])[OH:36])[CH2:32][CH2:33]1>>[Br:2][c:3]1[cH:4][c:5]([N:10]([C:11](=[O:12])[N:13]([CH3:14])[CH:15]2[CH2:16][N:17]([C:34]([CH:31]3[CH2:30][CH2:29][O:28][CH2:33][CH2:32]3)=[O:35])[CH2:18][CH:19]2[c:20]2[cH:21][cH:22][c:23]([F:26])[cH:24][cH:25]2)[CH3:27])[cH:6][c:7]([Br:9])[cH:8]1. Run in ClCCl (dichloromethane). The product is C1(=CC=CC=C1)C=1N=C(NC1)C1NCC2=CC=CC=C2C1 (3-(4-phenyl-1H-imidazol-2-yl)-1,2,3,4-tetrahydro-isoquinoline). Reaction conditions: temperature 0 celsius. Procedure details: 3,4-Dihydro-1H-isoquinoline-2,3-dicarboxylic acid-2-tertbutyl ester (2.77 g, 10 mmol) and 2-amino-1phenyl-ethanone (1.71 g, 10 mmol), and HOBT (1-hydroxybenzo-triazole) (2.70 g, 20 mmol) were dissolved in dichloromethane (100 ml). The solution was cooled to 0° C. and then (4-dimethylamino-butyl)-ethyl-carbodiimide (2.29 g, 12 mmol) was added followed by NMM (N-methyl-morpholine) (1.31 g, 13 mmol). The reaction mixture was then warmed to room temperature. After 72 hours the reaction mixture was e... Reactants: CN(CCCCN=C=NCC)C ((4-dimethylamino-butyl)-ethyl-carbodiimide), C(C)(C)(C)OC(=O)N1CC2=CC=CC=C2CC1C(=O)O (3,4-Dihydro-1H-isoquinoline-2,3-dicarboxylic acid-2-tertbutyl ester), NCC(=O)C1=CC=CC=C1 (2-amino-1phenyl-ethanone), ON1N=NC2=C1C=CC=C2 (HOBT), CN1CCOCC1 (NMM). RXN SMILES: C(OC([N:8]1[CH:17]([C:18](O)=O)[CH2:16][C:15]2[C:10](=[CH:11][CH:12]=[CH:13][CH:14]=2)[CH2:9]1)=O)(C)(C)C.[NH2:21][CH2:22][C:23]([C:25]1[CH:30]=[CH:29][CH:28]=[CH:27][CH:26]=1)=O.O[N:32]1C2C=CC=CC=2N=N1.CN(C)CCCCN=C=NCC.CN1CCOCC1>ClCCl>[C:25]1([C:23]2[N:32]=[C:18]([CH:17]3[CH2:16][C:15]4[C:10](=[CH:11][CH:12]=[CH:13][CH:14]=4)[CH2:9][NH:8]3)[NH:21][CH:22]=2)[CH:30]=[CH:29][CH:28]=[CH:27][CH:26]=1. Procedure details: Reagents: Benzylisothiocyanate (13 mmol, 1.6 mL), 4-phenoxyphenyl-isocyanate (13 mmol, 2.3 mL) and SO2Cl2 (13 mmol, 1 mL) in diethyl ether (50 mL). Isolation: filtration of reaction mixture. Purification: recrystallization from EtOH. RXN SMILES: [CH2:1]([N:8]=[C:9]=[S:10])[C:2]1[CH:7]=[CH:6][CH:5]=[CH:4][CH:3]=1.[O:11]([C:18]1[CH:23]=[CH:22][C:21]([N:24]=[C:25]=[O:26])=[CH:20][CH:19]=1)[C:12]1[CH:17]=[CH:16][CH:15]=[CH:14][CH:13]=1.C([O:29]CC)C>>[CH2:1]([N:8]1[C:9](=[O:29])[S:10][N:24]([C:21]2[CH:22]=[CH:23][C:18]([O:11][C:12]3[CH:13]=[CH:14][CH:15]=[CH:16][CH:17]=3)=[CH:19][CH:20]=2)[C:25]1=[O:26])[C:2]1[CH:7]=[CH:6][CH:5]=[CH:4][CH:3]=1. Reactants: C(C1=CC=CC=C1)N=C=S (Benzylisothiocyanate), C(C)OCC (diethyl ether), O(C1=CC=CC=C1)C1=CC=C(C=C1)N=C=O (4-phenoxyphenyl-isocyanate), SO2Cl2. The product is C(C1=CC=CC=C1)N1C(N(SC1=O)C1=CC=C(C=C1)OC1=CC=CC=C1)=O (4-Benzyl-2-(4-phenoxyphenyl)-[1,2,4]thiadiazolidine-3,5-dione).